Dataset: the Open Reaction Database (ORD), a public repository of structured organic reaction records. Task: describe an organic reaction: reactants, conditions, products, and yield Reported procedure: The title compound was synthesized in analogy to Example 1, using 6-(3-chloro-phenyl)-5-(3,3-difluoro-azetidin-1-yl)-pyridine-2-carboxylic acid and (2S)-2-amino-4-methyl-pentanamide (CAN 687-51-4) as starting materials, MS (EI): m/e=437.2 [M+H]+. RXN SMILES: [Cl:1][C:2]1[CH:3]=[C:4]([C:8]2[N:13]=[C:12]([C:14]([OH:16])=O)[CH:11]=[CH:10][C:9]=2[N:17]2[CH2:20][C:19]([F:22])([F:21])[CH2:18]2)[CH:5]=[CH:6][CH:7]=1.[NH2:23][C@@H:24]([CH2:28][CH:29]([CH3:31])[CH3:30])[C:25]([NH2:27])=[O:26]>>[C:25]([C@@H:24]([NH:23][C:14]([C:12]1[CH:11]=[CH:10][C:9]([N:17]2[CH2:20][C:19]([F:21])([F:22])[CH2:18]2)=[C:8]([C:4]2[CH:5]=[CH:6][CH:7]=[C:2]([Cl:1])[CH:3]=2)[N:13]=1)=[O:16])[CH2:28][CH:29]([CH3:31])[CH3:30])(=[O:26])[NH2:27]. The product is C(N)(=O)[C@H](CC(C)C)NC(=O)C1=NC(=C(C=C1)N1CC(C1)(F)F)C1=CC(=CC=C1)Cl (6-(3-Chloro-phenyl)-5-(3,3-difluoro-azetidin-1-yl)-pyridine-2-carboxylic acid ((S)-1-carbamoyl-3-methyl-butyl)-amide). Starting materials: ClC=1C=C(C=CC1)C1=C(C=CC(=N1)C(=O)O)N1CC(C1)(F)F (6-(3-chloro-phenyl)-5-(3,3-difluoro-azetidin-1-yl)-pyridine-2-carboxylic acid), N[C@H](C(=O)N)CC(C)C ((2S)-2-amino-4-methyl-pentanamide).